Dataset: the Open Reaction Database (ORD), a public repository of structured organic reaction records. Task: describe an organic reaction: reactants, conditions, products, and yield Reaction SMILES: [CH3:32][Si:33]([N-:34][Si:35]([CH3:36])([CH3:37])[CH3:38])([CH3:39])[CH3:40].[Cl-:47].[Cl:1][c:2]1[cH:3][c:4](-[c:9]2[n:10][c:11]([NH2:16])[n:12][c:13]([CH3:15])[n:14]2)[c:5]([F:8])[n:6][cH:7]1.[Li+:41].[NH2:17][c:18]1[cH:19][c:20]([NH:25][S:26](=[O:27])(=[O:28])[N:29]([CH3:30])[CH3:31])[c:21]([Cl:24])[n:22][cH:23]1.[NH4+:48].[O:42]1[CH2:43][CH2:44][CH2:45][CH2:46]1>>[Cl:1][c:2]1[cH:3][c:4](-[c:9]2[n:10][c:11]([NH2:16])[n:12][c:13]([CH3:15])[n:14]2)[c:5]([NH:17][c:18]2[cH:19][c:20]([NH:25][S:26](=[O:27])(=[O:28])[N:29]([CH3:30])[CH3:31])[c:21]([Cl:24])[n:22][cH:23]2)[n:6][cH:7]1. Starting materials: C[Si](C)(C)[N-][Si](C)(C)C, [Cl-], Cc1nc(N)nc(-c2cc(Cl)cnc2F)n1, [Li+], CN(C)S(=O)(=O)Nc1cc(N)cnc1Cl, [NH4+], C1CCOC1. The product is Cc1nc(N)nc(-c2cc(Cl)cnc2Nc2cnc(Cl)c(NS(=O)(=O)N(C)C)c2)n1. The reactants are BrC=1C=C(C(=C(C(=O)O)C1)C)[N+](=O)[O-] (5-bromo-2-methyl-3-nitrobenzoic acid), IC (iodomethane), C([O-])([O-])=O.[Na+].[Na+] (sodium carbonate). Run in CN(C)C=O (DMF). Conditions: temperature 60 celsius, time 8 hour. Yields the product BrC=1C=C(C(=O)OC)C=C(C1)[N+](=O)[O-] (methyl 3-bromo-5-nitrobenzoate). Isolated yield 100.0%. Reaction SMILES: [Br:1][C:2]1[CH:3]=[C:4]([N+:12]([O-:14])=[O:13])[C:5](C)=[C:6]([CH:10]=1)[C:7]([OH:9])=[O:8].IC.[C:17](=O)([O-])[O-].[Na+].[Na+]>CN(C=O)C>[Br:1][C:2]1[CH:10]=[C:6]([CH:5]=[C:4]([N+:12]([O-:14])=[O:13])[CH:3]=1)[C:7]([O:9][CH3:17])=[O:8] |f:2.3.4|. Procedure: To a stirred solution of 5-bromo-2-methyl-3-nitrobenzoic acid (16 g, 61.54 mmol) in DMF (160 mL), iodomethane (35.72 g, 248 mmol) and sodium carbonate (26.28 g, 248 mmol) were added. Resulting reaction mass was stirred at 60° C. for 8 h. On completion, reaction mass was filtered and inorganic solid residue washed with ethyl acetate. Combined filtrates were concentrated under vacuum till dryness. The residue was re-dissolved in ethyl acetate and washed with 5% sodium bicarbonate solution (700 mL)... The reactants are O=C(O)c1ccc2c(c1)COC2=O, NS(N)(=O)=O, O, O=S(Cl)Cl, O=S1(=O)CCCC1. Product: N#Cc1ccc2c(c1)COC2=O. RXN SMILES: [C:1]([OH:2])(=[O:3])[c:4]1[cH:5][c:6]2[c:11]([cH:12][cH:13]1)[C:9](=[O:10])[O:8][CH2:7]2.[NH2:14][S:15](=[O:16])(=[O:17])[NH2:18].[OH2:23].[S:19]([Cl:20])([Cl:21])=[O:22].[S:24]1(=[O:29])(=[O:30])[CH2:25][CH2:26][CH2:27][CH2:28]1>>[C:1]([c:4]1[cH:5][c:6]2[c:11]([cH:12][cH:13]1)[C:9](=[O:10])[O:8][CH2:7]2)#[N:14]. The reactants are COC(CC=O)=O (3-oxo-propionic acid methyl ester), N(=O)[O-].[Na+] (NaNO2). Run in C(C)(=O)O (acetic acid), O (water), O (water). Conditions: time 2 hour. Yields the product COC(C(C=O)=NO)=O (2-hydroxyimino-3-oxo-propionic acid methyl ester). Reaction SMILES: [CH3:1][O:2][C:3](=[O:7])[CH2:4][CH:5]=[O:6].[N:8]([O-])=[O:9].[Na+]>C(O)(=O)C.O>[CH3:1][O:2][C:3](=[O:7])[C:4](=[N:8][OH:9])[CH:5]=[O:6] |f:1.2|. Procedure: A solution of the respective 3-oxo-propionic acid methyl ester derivative (4.8 mmol, 1.0 eq.) in glacial acetic acid (1.9 mL) was cooled to 10° C. and at this temperature was added a solution of NaNO2 (5.6 mmol, 1.16 eq.) in water (0.68 mL). After the addition was complete (15 min), the solution was allowed to warm to rt and stirred for 2 h. Then the solution was poured into water (10 mL) and after a few minutes crystals begun to appear. This suspension was cooled in an ice-bath and crystals wer... Reactants: C1=2C(=O)OC(NC1=CC=CC2)=O (isatoic anhydride), NC1=CC=C2C=CNC2=C1 (6-aminoindole), C1(=CC=CC=C1)C (toluene). The solvent is CN(C)C=O (DMF). Yields the product N1C=CC2=CC=C(C=C12)NC(C1=C(C=CC=C1)N)=O (N-(6-indolyl)-2-aminobenzamide). The yield is 52.7%. Reaction SMILES: [C:1]12[C:7](=[CH:8][CH:9]=[CH:10][CH:11]=1)[NH:6]C(=O)[O:4][C:2]2=O.[NH2:13][C:14]1[CH:22]=[C:21]2[C:17]([CH:18]=[CH:19][NH:20]2)=[CH:16][CH:15]=1.C1(C)C=CC=CC=1>CN(C=O)C>[NH:20]1[C:21]2[C:17](=[CH:16][CH:15]=[C:14]([NH:13][C:2](=[O:4])[C:1]3[CH:11]=[CH:10][CH:9]=[CH:8][C:7]=3[NH2:6])[CH:22]=2)[CH:18]=[CH:19]1. Procedure details: A mixture of isatoic anhydride (5.06 g, 31 mmol), 6-aminoindole (4.103 g, 31 mmol), toluene (300 mL) and DMF (30 mL) was heated to reflux for 18 hours. The reaction was cooled, filtered, and chromatographed to yield 4.103 g (53%) of the title compound as a tan solid. Starting materials: CCCCCCCCCCCCCCCCNc1cc(C(=O)OCC)n(C)c1, CC(=O)[O-], [Na+], O=S(=O)(O)O. Yields the product CCCCCCCCCCCCCCCCNc1cc(C(=O)O)n(C)c1. As a reaction SMILES: [CH2:1]([CH2:2][CH2:3][CH2:4][CH2:5][CH2:6][CH2:7][CH2:8][CH2:9][CH2:10][CH2:11][CH2:12][CH2:13][CH2:14][CH2:15][CH3:16])[NH:17][c:18]1[cH:19][c:20]([C:24](=[O:25])[O:26][CH2:27][CH3:28])[n:21]([CH3:23])[cH:22]1.[CH3:35][C:36](=[O:37])[O-:38].[Na+:34].[S:29](=[O:30])(=[O:31])([OH:32])[OH:33]>>[CH2:1]([CH2:2][CH2:3][CH2:4][CH2:5][CH2:6][CH2:7][CH2:8][CH2:9][CH2:10][CH2:11][CH2:12][CH2:13][CH2:14][CH2:15][CH3:16])[NH:17][c:18]1[cH:19][c:20]([C:24](=[O:25])[OH:26])[n:21]([CH3:23])[cH:22]1. Product: Cc1ccc(NC(=O)c2ccnc(N3CCOCC3)c2)cc1NC(=O)c1cccc(CN2CCN(C)CC2)c1. Reactants: C1COCCN1, Cc1ccc(NC(=O)c2ccnc(Cl)c2)cc1NC(=O)c1cccc(CN2CCN(C)CC2)c1, O. As a reaction SMILES: [CH2:35]1[CH2:36][O:37][CH2:38][CH2:39][NH:40]1.[CH3:1][N:2]1[CH2:3][CH2:4][N:5]([CH2:8][c:9]2[cH:10][c:11]([C:12](=[O:13])[NH:14][c:15]3[cH:16][c:17]([NH:22][C:23](=[O:24])[c:25]4[cH:26][c:27]([Cl:31])[n:28][cH:29][cH:30]4)[cH:18][cH:19][c:20]3[CH3:21])[cH:32][cH:33][cH:34]2)[CH2:6][CH2:7]1.[OH2:41]>>[CH3:1][N:2]1[CH2:3][CH2:4][N:5]([CH2:8][c:9]2[cH:10][c:11]([C:12](=[O:13])[NH:14][c:15]3[cH:16][c:17]([NH:22][C:23](=[O:24])[c:25]4[cH:26][c:27]([N:40]5[CH2:35][CH2:36][O:37][CH2:38][CH2:39]5)[n:28][cH:29][cH:30]4)[cH:18][cH:19][c:20]3[CH3:21])[cH:32][cH:33][cH:34]2)[CH2:6][CH2:7]1.